This data is from the Open Reaction Database (ORD), a public repository of structured organic reaction records. The task is: describe an organic reaction: reactants, conditions, products, and yield Starting materials: C1(=CC=CC=C1)CC(=O)O (benzeneacetic acid), C(CCC)[Li] (butyllithium), CCCCCC (hexane), C(C)(C)NC(C)C (diisopropylamine), C[Si](Cl)(C)C (trimethylchlorosilane). Solvent: O1CCCC1 (tetrahydrofuran), O1CCCC1 (tetrahydrofuran). Reaction conditions: temperature 0 celsius, time 30 minute. Product: C[Si](OC(=CC1=CC=CC=C1)O[Si](C)(C)C)(C)C (bis(trimethylsiloxy]styrene). RXN SMILES: C([Li])CCC.CCCCCC.C(NC(C)C)(C)C.[C:19]1([CH2:25][C:26]([OH:28])=[O:27])[CH:24]=[CH:23][CH:22]=[CH:21][CH:20]=1.[CH3:29][Si:30]([CH3:33])([CH3:32])Cl>O1CCCC1>[CH3:29][Si:30]([CH3:33])([CH3:32])[O:27][C:26]([O:28][Si:30]([CH3:33])([CH3:32])[CH3:29])=[CH:25][C:19]1[CH:24]=[CH:23][CH:22]=[CH:21][CH:20]=1. Procedure: A solution of butyllithium in hexane (0.4 mol, 250 ml of 1.6 M solution) was added to a solution of 40 g (0.4 mol) of diisopropylamine in 300 ml of tetrahydrofuran cooled in an ice-bath. A solution of 27.23 g (0.2 mol) of benzeneacetic acid in 200 ml of tetrahydrofuran was added near 0° C. and the reaction mixture was stirred for 30 minutes at 0° C. A 100 g portion of trimethylchlorosilane was added, the mixture was warmed to room temperature, stirred for 1.5 hours, and then filtered under nitro... The reactants are O=C1N(C(C2=CC=CC=C12)=O)CCCC#CC=1C(=NC(=NC1)NC1=CC=C(C(=O)OC)C=C1)N(CCC)C (methyl 4-((5-(5-(1,3-dioxoisoindolin-2-yl)-1-pentyn-1-yl)-4-(methyl(propyl)amino)pyrimidin-2-yl)amino)benzoate), [OH-].[Na+] (sodium hydroxide), Cl (hydrochloric acid). Run in O1CCCC1 (tetrahydrofuran). Run at temperature 80 celsius, time 4 hour. The product is C(=O)(O)C1=CC=C(C=C1)NC1=NC=C(C(=N1)N(CCC)C)C#CCCCNC(=O)C1=C(C(=O)O)C=CC=C1 (2-((5-(2-((4-carboxyphenyl)amino)-4-(methyl(propyl)amino)pyrimidin-5-yl)-4-pentyn-1-yl)carbamoyl)benzoic acid). Reaction SMILES: [O:1]=[C:2]1[C:10]2[C:5](=[CH:6][CH:7]=[CH:8][CH:9]=2)[C:4](=[O:11])[N:3]1[CH2:12][CH2:13][CH2:14][C:15]#[C:16][C:17]1[C:18]([N:34]([CH3:38])[CH2:35][CH2:36][CH3:37])=[N:19][C:20]([NH:23][C:24]2[CH:33]=[CH:32][C:27]([C:28]([O:30]C)=[O:29])=[CH:26][CH:25]=2)=[N:21][CH:22]=1.[OH-:39].[Na+].Cl>O1CCCC1>[C:28]([C:27]1[CH:32]=[CH:33][C:24]([NH:23][C:20]2[N:19]=[C:18]([N:34]([CH3:38])[CH2:35][CH2:36][CH3:37])[C:17]([C:16]#[C:15][CH2:14][CH2:13][CH2:12][NH:3][C:2]([C:10]3[CH:9]=[CH:8][CH:7]=[CH:6][C:5]=3[C:4]([OH:39])=[O:11])=[O:1])=[CH:22][N:21]=2)=[CH:25][CH:26]=1)([OH:30])=[O:29] |f:1.2|. Procedure details: To a solution of methyl 4-((5-(5-(1,3-dioxoisoindolin-2-yl)-1-pentyn-1-yl)-4-(methyl(propyl)amino)pyrimidin-2-yl)amino)benzoate (H7, 634 mg) in tetrahydrofuran (6.2 mL), 2.0 mol/L aqueous sodium hydroxide (3.1 mL) was added at room temperature, and the mixture was stirred at 80° C. for 4 hours. The reaction mixture was cooled to room temperature, and then 1.0 mol/L aqueous hydrochloric acid was added to the reaction mixture until the mixture became acidic. The solid matter was taken by filtratio... Product: ClC=1C=C(C=CC1OC1=C(C2=C(NC(=N2)C)C=C1)[N+](=O)[O-])CC(=O)OC (Methyl 2-(3-chloro-4-(2-methyl-4-nitro-1H-benzo[d]imidazol-5-yloxy)phenyl)acetate). The reactants are ClC=1C=C(C=CC1OC1=C(C2=C(NC(=N2)C)C=C1)[N+](=O)[O-])CC(=O)O (2-(3-chloro-4-(2-methyl-4-nitro-1H-benzo[d]imidazol-5-yloxy)phenyl)acetic acid), CO (methanol). Reagents/catalysts: S(O)(O)(=O)=O (sulfuric acid). Reported procedure: Under an N2 atmosphere, 2-(3-chloro-4-(2-methyl-4-nitro-1H-benzo[d]imidazol-5-yloxy)phenyl)acetic acid (0.331 0.915 mmol) was dissolved in methanol and concentrated sulfuric acid (3 drops) was added. The reaction was heated to reflux for 2.5 h, cooled to room temperature and concentrated in vacuo. The residue was partitioned between saturated NaHCO3 (aq) and ethyl acetate. The layers were separated and the aqueous layer washed with additional ethyl acetate (2×). The organics were combined, dried... RXN SMILES: [Cl:1][C:2]1[CH:3]=[C:4]([CH2:22][C:23]([OH:25])=[O:24])[CH:5]=[CH:6][C:7]=1[O:8][C:9]1[CH:18]=[CH:17][C:12]2[NH:13][C:14]([CH3:16])=[N:15][C:11]=2[C:10]=1[N+:19]([O-:21])=[O:20].[CH3:26]O>S(=O)(=O)(O)O>[Cl:1][C:2]1[CH:3]=[C:4]([CH2:22][C:23]([O:25][CH3:26])=[O:24])[CH:5]=[CH:6][C:7]=1[O:8][C:9]1[CH:18]=[CH:17][C:12]2[NH:13][C:14]([CH3:16])=[N:15][C:11]=2[C:10]=1[N+:19]([O-:21])=[O:20]. Yields the product O=C(c1nnc2cc(-c3ccc(Cl)cc3)c(-c3ccccc3Cl)nn12)N1CCC(Cc2ccccc2)CC1. As a reaction SMILES: [CH2:29]([c:30]1[cH:31][cH:32][cH:33][cH:34][cH:35]1)[CH:36]1[CH2:37][CH2:38][NH:39][CH2:40][CH2:41]1.[CH3:42][OH:43].[Cl:1][c:2]1[c:3](-[c:8]2[c:9](-[c:22]3[cH:23][cH:24][c:25]([Cl:28])[cH:26][cH:27]3)[cH:10][c:11]3[n:12]([n:13]2)[c:14]([C:17](=[O:18])[O:19][CH2:20][CH3:21])[n:15][n:16]3)[cH:4][cH:5][cH:6][cH:7]1>>[Cl:1][c:2]1[c:3](-[c:8]2[c:9](-[c:22]3[cH:23][cH:24][c:25]([Cl:28])[cH:26][cH:27]3)[cH:10][c:11]3[n:12]([n:13]2)[c:14]([C:17](=[O:18])[N:39]2[CH2:38][CH2:37][CH:36]([CH2:29][c:30]4[cH:31][cH:32][cH:33][cH:34][cH:35]4)[CH2:41][CH2:40]2)[n:15][n:16]3)[cH:4][cH:5][cH:6][cH:7]1. Starting materials: c1ccc(CC2CCNCC2)cc1, CO, CCOC(=O)c1nnc2cc(-c3ccc(Cl)cc3)c(-c3ccccc3Cl)nn12. The reactants are CC1=CC=C(C(=O)OC2CCN(CC2)CC2=CC=C(C=C2)[N+](=O)[O-])C=C1 (1-(4-nitro-benzyl)-piperidin-4-yl 4-methyl-benzoate). Reagents/catalysts: [Ni] (Raney-nickel). Run in C(C)O (ethanol). Run at time 3 hour. Product: CC1=CC=C(C(=O)OC2CCN(CC2)CC2=CC=C(C=C2)N)C=C1 (1-(4-amino-benzyl)-piperidin-4-yl 4-methyl-benzoate). Yield: 92.5%. RXN SMILES: [CH3:1][C:2]1[CH:26]=[CH:25][C:5]([C:6]([O:8][CH:9]2[CH2:14][CH2:13][N:12]([CH2:15][C:16]3[CH:21]=[CH:20][C:19]([N+:22]([O-])=O)=[CH:18][CH:17]=3)[CH2:11][CH2:10]2)=[O:7])=[CH:4][CH:3]=1>C(O)C.[Ni]>[CH3:1][C:2]1[CH:3]=[CH:4][C:5]([C:6]([O:8][CH:9]2[CH2:10][CH2:11][N:12]([CH2:15][C:16]3[CH:17]=[CH:18][C:19]([NH2:22])=[CH:20][CH:21]=3)[CH2:13][CH2:14]2)=[O:7])=[CH:25][CH:26]=1. Procedure: 0.48 g (0.00135 mol) of 1-(4-nitro-benzyl)-piperidin-4-yl 4-methyl-benzoate was dissolved in 27 ml of ethanol and treated with 0.48 g of Raney-nickel. The mixture was hydrogenated at room temperature and under normal pressure for 3 hrs. The catalyst was filtered off and, after concentration, the residue was chromatographed on silica gel with ethyl acetate/hexane (1:1→5:2) as the eluent. 0.405 g (92.5%) of 1-(4-amino-benzyl)-piperidin-4-yl 4-methyl-benzoate was obtained as a yellowish oil. MS: me... The reactants are CCOC(=O)CN1C(=O)CC2CCCCCC21, CCOCC, CO, N. Product: NC(=O)CN1C(=O)CC2CCCCCC21. As a reaction SMILES: [CH2:1]([O:3][C:4](=[O:2])[CH2:5][N:6]1[CH:7]2[CH:8]([CH2:9][C:10]1=[O:11])[CH2:12][CH2:13][CH2:14][CH2:15][CH2:16]2)[CH3:17].[CH3:19][CH2:20][O:21][CH2:22][CH3:23].[CH3:24][OH:25].[NH3:18]>>[O:3]=[C:4]([CH2:5][N:6]1[CH:7]2[CH:8]([CH2:9][C:10]1=[O:11])[CH2:12][CH2:13][CH2:14][CH2:15][CH2:16]2)[NH2:18].